describe an organic reaction: reactants, conditions, products, and yield From a dataset of the Open Reaction Database (ORD), a public repository of structured organic reaction records. Reactants: COC(C1=CC=C(C=C1)OCCNS(=O)(=O)C)=O (4-(2-methanesulfonylamino-ethoxy)-benzoic acid methyl ester), C[Si](C)(C)[N-][Si](C)(C)C.[Na+] (sodium bis(trimethylsilyl)amide), Cl (HCl), C(C=CC1=CC=CC=C1)Br (cinnamyl bromide). Run in CN(C)C=O (DMF). Reaction conditions: time 20 minute. Product: COC(C1=CC=C(C=C1)OCCN(C\C=C\C1=CC=CC=C1)S(=O)(=O)C)=O (trans4-{2-[methanesulfonyl-(3-phenyl-allyl)-amino]-ethoxy}-benzoic acid methyl ester). Isolated yield 78.1%. RXN SMILES: [CH3:1][O:2][C:3](=[O:18])[C:4]1[CH:9]=[CH:8][C:7]([O:10][CH2:11][CH2:12][NH:13][S:14]([CH3:17])(=[O:16])=[O:15])=[CH:6][CH:5]=1.C[Si]([N-][Si](C)(C)C)(C)C.[Na+].[CH2:29](Br)[CH:30]=[CH:31][C:32]1[CH:37]=[CH:36][CH:35]=[CH:34][CH:33]=1.Cl>CN(C=O)C>[CH3:1][O:2][C:3](=[O:18])[C:4]1[CH:9]=[CH:8][C:7]([O:10][CH2:11][CH2:12][N:13]([S:14]([CH3:17])(=[O:16])=[O:15])[CH2:29]/[CH:30]=[CH:31]/[C:32]2[CH:37]=[CH:36][CH:35]=[CH:34][CH:33]=2)=[CH:6][CH:5]=1 |f:1.2|. Procedure details: To a solution of 4-(2-methanesulfonylamino-ethoxy)-benzoic acid methyl ester (62 mg, 0.23 mmol) in DMF (10 mL) at 0° C. was added sodium bis(trimethylsilyl)amide (1.0M in THF, 0.24 mL, 0.24 mmol) dropwise. After 20 minutes, cinnamyl bromide (51 mg, 0.26 mmol) was added and the reaction was stirred at room temperature for 2 h. Aqueous 1N HCl was added and the product was extracted into EtOAc. The organic solution was washed with 1N HCl (3×) followed by brine. The organic solution was dried (Na2SO... Starting materials: Cc1cnc2nc(C=O)nn2c1, Cc1cc(C)n2nc(C=O)nc2n1, CCc1cc(CCC2(C3CCCC3)CC(=O)CC(=O)O2)ccc1-c1ncco1, CCCOc1cc(O)c(CC)cc1CCC1(C2CCCC2)CC(=O)CC(=O)O1. Yields the product CCc1cc(CCC2(C3CCCC3)CC(O)=C(Cc3nc4ncc(C)cn4n3)C(=O)O2)ccc1-c1ncco1. RXN SMILES: [CH3:57][c:58]1[cH:59][n:60][c:61]2[n:62]([cH:63]1)[n:64][c:65]([CH:67]=[O:68])[n:66]2.[CH3:69][c:70]1[cH:71][c:72]([CH3:73])[n:74]2[n:75][c:76]([CH:77]=[O:78])[n:79][c:80]2[n:81]1.[CH:1]1([C:6]2([CH2:14][CH2:15][c:16]3[cH:17][c:18]([CH2:27][CH3:28])[c:19](-[c:22]4[o:23][cH:24][cH:25][n:26]4)[cH:20][cH:21]3)[CH2:7][C:8](=[O:13])[CH2:9][C:10](=[O:12])[O:11]2)[CH2:2][CH2:3][CH2:4][CH2:5]1.[CH:29]1([C:30]2([CH2:31][CH2:32][c:33]3[cH:34][c:35]([CH2:36][CH3:37])[c:38]([OH:39])[cH:40][c:41]3[O:42][CH2:43][CH2:44][CH3:45])[O:46][C:47](=[O:48])[CH2:49][C:50](=[O:51])[CH2:52]2)[CH2:53][CH2:54][CH2:55][CH2:56]1>>[CH:1]1([C:6]2([CH2:14][CH2:15][c:16]3[cH:17][c:18]([CH2:27][CH3:28])[c:19](-[c:22]4[o:23][cH:24][cH:25][n:26]4)[cH:20][cH:21]3)[CH2:7][C:8]([OH:13])=[C:9]([CH2:67][c:65]3[n:64][n:62]4[c:61]([n:60][cH:59][c:58]([CH3:57])[cH:63]4)[n:66]3)[C:10](=[O:12])[O:11]2)[CH2:2][CH2:3][CH2:4][CH2:5]1. Starting materials: CCOC(C)=O, CC(C)I, CCOC(=O)CCn1cc(Cl)c2cc(-c3noc(-c4ccc(O)c(Cl)c4)n3)ccc21, [K+], [K+], O=C([O-])[O-], CN(C)C=O. Product: CCOC(=O)CCn1cc(Cl)c2cc(-c3noc(-c4ccc(OC(C)C)c(Cl)c4)n3)ccc21. RXN SMILES: [CH3:41][CH2:42][O:43][C:44]([CH3:45])=[O:46].[CH:37]([CH3:38])([CH3:39])[I:40].[Cl:1][c:2]1[cH:3][n:4]([CH2:24][CH2:25][C:26](=[O:27])[O:28][CH2:29][CH3:30])[c:5]2[cH:6][cH:7][c:8](-[c:11]3[n:12][o:13][c:14](-[c:16]4[cH:17][c:18]([Cl:23])[c:19]([OH:22])[cH:20][cH:21]4)[n:15]3)[cH:9][c:10]12.[K+:31].[K+:32].[O-:33][C:34]([O-:35])=[O:36].[O:47]=[CH:48][N:49]([CH3:50])[CH3:51]>>[Cl:1][c:2]1[cH:3][n:4]([CH2:24][CH2:25][C:26](=[O:27])[O:28][CH2:29][CH3:30])[c:5]2[cH:6][cH:7][c:8](-[c:11]3[n:12][o:13][c:14](-[c:16]4[cH:17][c:18]([Cl:23])[c:19]([O:22][CH:37]([CH3:38])[CH3:39])[cH:20][cH:21]4)[n:15]3)[cH:9][c:10]12. Reactants: CC(=O)[O-], O=CO, NC(=O)c1cccn1N, [Na+]. Product: NC(=O)c1cccn1NC=O. As a reaction SMILES: [CH3:11][C:12]([O-:13])=[O:14].[CH:15]([OH:16])=[O:17].[NH2:1][n:2]1[c:3]([C:7](=[O:8])[NH2:9])[cH:4][cH:5][cH:6]1.[Na+:10]>>[NH:1]([n:2]1[c:3]([C:7](=[O:8])[NH2:9])[cH:4][cH:5][cH:6]1)[CH:12]=[O:13]. Reactants: ClC1=C(C#N)C(=C(C=C1)[N+](=O)[O-])C (2-chloro-6-methyl-5-nitrobenzonitrile), C(O)(O)=O.NC(=N)N (guanidine carbonate). Solvent: C(C)OCCO (2-ethoxyethanol). Yields the product NC1=NC2=CC=C(C(=C2C(=N1)N)C)[N+](=O)[O-] (2,4-diamino-5-methyl-6-nitroquinazoline). The yield is 82.7%. Reaction SMILES: Cl[C:2]1[CH:9]=[CH:8][C:7]([N+:10]([O-:12])=[O:11])=[C:6]([CH3:13])[C:3]=1[C:4]#[N:5].C(=O)(O)O.[NH2:18][C:19]([NH2:21])=[NH:20]>C(OCCO)C>[NH2:20][C:19]1[N:21]=[C:4]([NH2:5])[C:3]2[C:2](=[CH:9][CH:8]=[C:7]([N+:10]([O-:12])=[O:11])[C:6]=2[CH3:13])[N:18]=1 |f:1.2|. Procedure details: Under a nitrogen atmosphere, a stirred solution 29.5 grams (0.150 mole) of 2-chloro-6-methyl-5-nitrobenzonitrile and 54.0 grams (0.300 mole) of guanidine carbonate in 1500 mL of 2-ethoxyethanol was heated at reflux during a 3.5 hour period. After this time, the reaction mixture was concentrated under reduced pressure to a residue. The residue was stirred with 300 mL of water, and the resultant solid was collected by filtration. The solid was washed with 50 mL of water and dried under reduced pre... Reactants: COC(=O)CCNC(=O)c1ccc(C(NC(=O)Nc2ccc(OC(F)(F)F)cc2)C2CCNCC2)cc1, CCOC(C)=O, CCN(C(C)C)C(C)C, O=C(O)C1CC1, [Cl-], Cl, CN(C)C=O, O. The product is COC(=O)CCNC(=O)c1ccc(C(NC(=O)Nc2ccc(OC(F)(F)F)cc2)C2CCN(C(=O)C3CC3)CC2)cc1. As a reaction SMILES: [CH3:2][O:3][C:4]([CH2:5][CH2:6][NH:7][C:8]([c:9]1[cH:10][cH:11][c:12]([CH:15]([CH:16]2[CH2:17][CH2:18][NH:19][CH2:20][CH2:21]2)[NH:22][C:23](=[O:24])[NH:25][c:26]2[cH:27][cH:28][c:29]([O:32][C:33]([F:34])([F:35])[F:36])[cH:30][cH:31]2)[cH:13][cH:14]1)=[O:37])=[O:38].[CH3:61][CH2:62][O:63][C:64](=[O:65])[CH3:66].[CH:39]([N:40]([CH:41]([CH3:42])[CH3:43])[CH2:44][CH3:45])([CH3:46])[CH3:47].[CH:49]1([C:52](=[O:53])[OH:54])[CH2:50][CH2:51]1.[Cl-:48].[ClH:1].[O:56]=[CH:57][N:58]([CH3:59])[CH3:60].[OH2:55]>>[CH3:2][O:3][C:4]([CH2:5][CH2:6][NH:7][C:8]([c:9]1[cH:10][cH:11][c:12]([CH:15]([CH:16]2[CH2:17][CH2:18][N:19]([C:52]([CH:49]3[CH2:50][CH2:51]3)=[O:53])[CH2:20][CH2:21]2)[NH:22][C:23](=[O:24])[NH:25][c:26]2[cH:27][cH:28][c:29]([O:32][C:33]([F:34])([F:35])[F:36])[cH:30][cH:31]2)[cH:13][cH:14]1)=[O:37])=[O:38]. Starting materials: [N+](=O)([O-])C=1C=C(C=CC1)NC1=C(C=O)C=CC=N1 (2-(3-nitrophenylamino)nicotinaldehyde), N1=C(C=NC=C1)CCCCC(=O)OCC (ethyl 5-(pyrazin-2-yl)pentanoate), [Li+].CC(C)[N-]C(C)C (LDA). Product: [N+](=O)([O-])C=1C=C(C=CC1)N1C(C(=CC2=CC=CN=C12)CCCC1=NC=CN=C1)=O (1-(3-nitrophenyl)-3-[3-(pyrazin-2-yl)propyl]-1,8-naphthyridin-2(1H)-one). Yield: 33.0%. As a reaction SMILES: [N+:1]([C:4]1[CH:5]=[C:6]([NH:10][C:11]2[N:18]=[CH:17][CH:16]=[CH:15][C:12]=2[CH:13]=O)[CH:7]=[CH:8][CH:9]=1)([O-:3])=[O:2].[N:19]1[CH:24]=[CH:23][N:22]=[CH:21][C:20]=1[CH2:25][CH2:26][CH2:27][CH2:28][C:29](OCC)=[O:30].[Li+].CC([N-]C(C)C)C>>[N+:1]([C:4]1[CH:5]=[C:6]([N:10]2[C:11]3[C:12](=[CH:15][CH:16]=[CH:17][N:18]=3)[CH:13]=[C:28]([CH2:27][CH2:26][CH2:25][C:20]3[CH:21]=[N:22][CH:23]=[CH:24][N:19]=3)[C:29]2=[O:30])[CH:7]=[CH:8][CH:9]=1)([O-:3])=[O:2] |f:2.3|. Reported procedure: The procedure of Example 1 was repeated using 2-(3-nitrophenylamino)nicotinaldehyde (1.0 eq.), ethyl 5-(pyrazin-2-yl)pentanoate (1.5 eq., prepared in Synthetic Example 7) and LDA (1.5 eq.) to obtain 1-(3-nitrophenyl)-3-[3-(pyrazin-2-yl)propyl]-1,8-naphthyridin-2(1H)-one (yield, 33%). The product was purified through flash column chromatography and recrystallization (mp 194–195° C./DMF). The reactants are CC1=C(C=CC(=N1)NCCO)[N+](=O)[O-] (2-((6-methyl-5-nitropyridin-2-yl)amino)ethanol), C(=O)(N1C=NC=C1)N1C=NC=C1 (1,1′-carbonyldiimidazole), [H-].[Na+] (sodium hydride). The solvent is O (water), C(C)(=O)OCC (ethyl acetate), CC1OCCC1 (2-methyltetrahydrofuran). Conditions: time 4 hour. The product is CC1=C(C=CC(=N1)N1C(OCC1)=O)[N+](=O)[O-] (3-(6-methyl-5-nitro-2-pyridinyl)-1,3-oxazolidin-2-one). Yield: 84.4%. As a reaction SMILES: [CH3:1][C:2]1[N:7]=[C:6]([NH:8][CH2:9][CH2:10][OH:11])[CH:5]=[CH:4][C:3]=1[N+:12]([O-:14])=[O:13].[C:15](N1C=CN=C1)(N1C=CN=C1)=[O:16].[H-].[Na+]>CC1CCCO1.O.C(OCC)(=O)C>[CH3:1][C:2]1[N:7]=[C:6]([N:8]2[CH2:9][CH2:10][O:11][C:15]2=[O:16])[CH:5]=[CH:4][C:3]=1[N+:12]([O-:14])=[O:13] |f:2.3|. Procedure details: To a solution of 2-((6-methyl-5-nitropyridin-2-yl)amino)ethanol (223 mg, 1.131 mmol) in 2-methyltetrahydrofuran (20 mL) was added 1,1′-carbonyldiimidazole (CDI) (220 mg, 1.357 mmol) and the reaction mixture stirred under nitrogen for 4 hours. The mixture was then left to stand for 20 hours. To this was added sodium hydride (60% wt in mineral oil) (100 mg, 2.488 mmol) and the reaction mixture stirred at room temperature for 2 hours. The reaction mixture was then diluted with water and ethyl aceta... Reactants: ClC1=C(C(=O)OC)C=C(C=N1)Cl (methyl 2,5-dichloronicotinate), FC=1C=C(C=CC1)O (3-fluorophenol), C([O-])([O-])=O.[K+].[K+] (potassium carbonate). The solvent is C1(=CC=CC=C1)C (toluene). The product is ClC=1C=NC(=C(C(=O)OC)C1)OC1=CC(=CC=C1)F (methyl 5-chloro-2-(3-fluorophenoxy)nicotinate). RXN SMILES: Cl[C:2]1[N:11]=[CH:10][C:9]([Cl:12])=[CH:8][C:3]=1[C:4]([O:6][CH3:7])=[O:5].[F:13][C:14]1[CH:15]=[C:16]([OH:20])[CH:17]=[CH:18][CH:19]=1.C(=O)([O-])[O-].[K+].[K+]>C1(C)C=CC=CC=1>[Cl:12][C:9]1[CH:10]=[N:11][C:2]([O:20][C:16]2[CH:17]=[CH:18][CH:19]=[C:14]([F:13])[CH:15]=2)=[C:3]([CH:8]=1)[C:4]([O:6][CH3:7])=[O:5] |f:2.3.4|. Reported procedure: To a stirred solution of methyl 2,5-dichloronicotinate (J. Med. Chem. 1993, 36, 2676, 353 mg, 1.71 mmol) and 3-fluorophenol (291 mg, 2.6 mmol) in toluene (5 mL) was added potassium carbonate (360 mg, 2.6 mmol) in one portion. The resulting mixture was heated at reflux temperature for 16 h with azeotroping using a Dean Stark apparatus. The mixture was poured into water (50 mL) and the aqueous mixture was extracted with ethyl acetate (100 mL). The organic extracts were washed with water (50 mL) an... Starting materials: COC1=CC=C(CN)C=C1 (4-Methoxybenzylamine), C1(CC=2C(C(=O)O1)=CC=CC2)=O (homophthalic anhydride). Solvent: O (Water). Reaction conditions: temperature 180 celsius, time 8 hour. The product is COC1=CC=C(CN2C(C3=CC=CC=C3CC2=O)=O)C=C1 (2-(4-methoxybenzyl)-4H-isoquinoline-1,3-dione). Yield: 84.0%. As a reaction SMILES: [CH3:1][O:2][C:3]1[CH:10]=[CH:9][C:6]([CH2:7][NH2:8])=[CH:5][CH:4]=1.[C:11]1(=O)[O:17][C:15](=[O:16])[C:14]2=[CH:18][CH:19]=[CH:20][CH:21]=[C:13]2[CH2:12]1>O>[CH3:1][O:2][C:3]1[CH:10]=[CH:9][C:6]([CH2:7][N:8]2[C:11](=[O:17])[CH2:12][C:13]3[C:14](=[CH:18][CH:19]=[CH:20][CH:21]=3)[C:15]2=[O:16])=[CH:5][CH:4]=1. Procedure: 4-Methoxybenzylamine (8.3 g) was added to homophthalic anhydride (8.1 g). The mixture was stirred at 180° C. overnight. Water was added to the reaction solution. The mixture was then extracted with ethyl acetate. The organic layer was then dried over anhydrous magnesium sulfate. The solvent was removed by distillation under the reduced pressure. The residue was purified by column chromatography on silica gel (hexane:ethyl acetate=8:2) to give 2-(4-methoxybenzyl)-4H-isoquinoline-1,3-dione (11.8 g...